This data is from the Open Reaction Database (ORD), a public repository of structured organic reaction records. The task is: describe an organic reaction: reactants, conditions, products, and yield Starting materials: O=C1N(C(SC1)=S)C1CC(CCC1)C(=O)O (3-(4-oxo-2-thioxo-thiazolidin-3-yl)-cyclohexanecarboxylic acid), C(C)O (ethanol), C(C1=CC=CC=C1)C1=CC=C(C=C1)C1=CC=C(O1)C=O (5-(4-benzyl-phenyl)-furan-2-carbaldehyde), diethylenediamine diacetate. Run in CO (methanol), ClCCl (dichloromethane), [Cl-].[NH4+] (ammonium chloride). Reaction conditions: time 65 hour. Product: C(C1=CC=CC=C1)C1=CC=C(C=C1)C1=CC=C(O1)C=C1C(N(C(S1)=S)C1CC(CCC1)C(=O)O)=O (3-{5-[1-[5-(4-benzyl-phenyl)-furan-2-yl]-methylidene]-4-oxo-2-thioxo-thiazolidin-3-yl}-cyclohexanecarboxylic acid). Isolated yield 64.1%. Reaction SMILES: [O:1]=[C:2]1[CH2:6][S:5][C:4](=[S:7])[N:3]1[CH:8]1[CH2:13][CH2:12][CH2:11][CH:10]([C:14]([OH:16])=[O:15])[CH2:9]1.[CH2:17]([C:24]1[CH:29]=[CH:28][C:27]([C:30]2[O:34][C:33]([CH:35]=O)=[CH:32][CH:31]=2)=[CH:26][CH:25]=1)[C:18]1[CH:23]=[CH:22][CH:21]=[CH:20][CH:19]=1.C(O)C>CO.ClCCl.[Cl-].[NH4+]>[CH2:17]([C:24]1[CH:29]=[CH:28][C:27]([C:30]2[O:34][C:33]([CH:35]=[C:6]3[S:5][C:4](=[S:7])[N:3]([CH:8]4[CH2:13][CH2:12][CH2:11][CH:10]([C:14]([OH:16])=[O:15])[CH2:9]4)[C:2]3=[O:1])=[CH:32][CH:31]=2)=[CH:26][CH:25]=1)[C:18]1[CH:19]=[CH:20][CH:21]=[CH:22][CH:23]=1 |f:5.6|. Reported procedure: 3-(4-oxo-2-thioxo-thiazolidin-3-yl)-cyclohexanecarboxylic acid (80 mg, 0.31 mmol), 5-(4-benzyl-phenyl)-furan-2-carbaldehyde (87 mg, 0.33 mmol), and diethylenediamine diacetate (59 mg, 0.33 mmol) were combined in a 20 mL vial with ethanol (5 mL) and stirred at room temperature for 65 h. The reaction mixture was diluted with 10% methanol in dichloromethane (200 mL) and aqueous ammonium chloride (20 mL) and stirred at room temperature for 15 minutes. The layers were separated and the aqueous layer ...